This data is from the Open Reaction Database (ORD), a public repository of structured organic reaction records. The task is: describe an organic reaction: reactants, conditions, products, and yield Starting materials: BrC1=CC=C2CCN(CC2=C1)C1=NC(=NC(=C1)N1CCN(CC1)C)N (4-(7-bromo-3,4-dihydroisoquinolin-2(1H)-yl)-6-(4-methylpiperazin-1-yl)pyrimidin-2-amine), CN1C(C=C(C=C1)B1OC(C(O1)(C)C)(C)C)=O (1-methyl-4-(4,4,5,5-tetramethyl-1,3,2-dioxaborolan-2-yl)pyridin-2(1H)-one). The product is NC1=NC(=CC(=N1)N1CC2=CC(=CC=C2CC1)C1=CC(N(C=C1)C)=O)N1CCN(CC1)C (4-{2-[2-amino-6-(4-methylpiperazin-1-yl)pyrimidin-4-yl]-1,2,3,4-tetrahydroisoquinolin-7-yl}-1-methylpyridin-2(1H)-one). RXN SMILES: Br[C:2]1[CH:11]=[C:10]2[C:5]([CH2:6][CH2:7][N:8]([C:12]3[CH:17]=[C:16]([N:18]4[CH2:23][CH2:22][N:21]([CH3:24])[CH2:20][CH2:19]4)[N:15]=[C:14]([NH2:25])[N:13]=3)[CH2:9]2)=[CH:4][CH:3]=1.[CH3:26][N:27]1[CH:32]=[CH:31][C:30](B2OC(C)(C)C(C)(C)O2)=[CH:29][C:28]1=[O:42]>>[NH2:25][C:14]1[N:13]=[C:12]([N:8]2[CH2:7][CH2:6][C:5]3[C:10](=[CH:11][C:2]([C:30]4[CH:31]=[CH:32][N:27]([CH3:26])[C:28](=[O:42])[CH:29]=4)=[CH:3][CH:4]=3)[CH2:9]2)[CH:17]=[C:16]([N:18]2[CH2:19][CH2:20][N:21]([CH3:24])[CH2:22][CH2:23]2)[N:15]=1. Reported procedure: This compound was prepared by using procedures analogous to those described for the synthesis of Example 2 starting from 4-(7-bromo-3,4-dihydroisoquinolin-2(1H)-yl)-6-(4-methylpiperazin-1-yl)pyrimidin-2-amine and 1-methyl-4-(4,4,5,5-tetramethyl-1,3,2-dioxaborolan-2-yl)pyridin-2(1H)-one. LCMS (M+H)+: m/z=432.2. Reactants: CCOC(=O)C(C)C(C)(C)C(Br)CC(Cl)(Cl)Cl, CC[O-], Cl, [Na+], C1CCOC1. Product: CCOC(=O)C(C)C(C)(C)C=CC(Cl)(Cl)Cl. Reaction SMILES: [Br:1][CH:2]([C:3]([CH:4]([C:5](=[O:6])[O:7][CH2:8][CH3:9])[CH3:10])([CH3:11])[CH3:12])[CH2:13][C:14]([Cl:15])([Cl:16])[Cl:17].[CH3:19][CH2:20][O-:21].[ClH:22].[Na+:18].[O:23]1[CH2:24][CH2:25][CH2:26][CH2:27]1>>[CH:2]([C:3]([CH:4]([C:5](=[O:6])[O:7][CH2:8][CH3:9])[CH3:10])([CH3:11])[CH3:12])=[CH:13][C:14]([Cl:15])([Cl:16])[Cl:17]. Starting materials: C1(CC1)COC1=C(C=CC(=N1)C(=O)O)C1(COC1)O (6-cyclopropylmethoxy-5-(3-hydroxy-oxetan-3-yl)-pyridine-2-carboxylic acid), N[C@H](C(=O)N)CC(C)C ((2S)-2-amino-4-methyl-pentanamide). Product: C(N)(=O)[C@H](CC(C)C)NC(=O)C1=NC(=C(C=C1)C1(COC1)O)OCC1CC1 (6-Cyclopropylmethoxy-5-(3-hydroxy-oxetan-3-yl)-pyridine-2-carboxylic acid ((S)-1-carbamoyl-3-methyl-butyl)-amide). Reaction SMILES: [CH:1]1([CH2:4][O:5][C:6]2[N:11]=[C:10]([C:12]([OH:14])=O)[CH:9]=[CH:8][C:7]=2[C:15]2([OH:19])[CH2:18][O:17][CH2:16]2)[CH2:3][CH2:2]1.[NH2:20][C@@H:21]([CH2:25][CH:26]([CH3:28])[CH3:27])[C:22]([NH2:24])=[O:23]>>[C:22]([C@@H:21]([NH:20][C:12]([C:10]1[CH:9]=[CH:8][C:7]([C:15]2([OH:19])[CH2:18][O:17][CH2:16]2)=[C:6]([O:5][CH2:4][CH:1]2[CH2:2][CH2:3]2)[N:11]=1)=[O:14])[CH2:25][CH:26]([CH3:28])[CH3:27])(=[O:23])[NH2:24]. Procedure: The title compound was synthesized in analogy to Example 1, using 6-cyclopropylmethoxy-5-(3-hydroxy-oxetan-3-yl)-pyridine-2-carboxylic acid and (2S)-2-amino-4-methyl-pentanamide (CAN 687-51-4) as starting materials, MS (EI): m/e=378.2 [M+H]+. Reactants: O=C(n1ccnc1)n1ccnc1, CN(C)C=O, O=C(O)c1n[nH]c2c(=O)[nH]c3cc(Cl)ccc3c(=O)c12, O, OCc1ccccc1. The product is O=C(OCc1ccccc1)c1n[nH]c2c(=O)[nH]c3cc(Cl)ccc3c(=O)c12. Reaction SMILES: [C:21]([n:22]1[cH:23][cH:24][n:25][cH:26]1)([n:27]1[cH:28][cH:29][n:30][cH:31]1)=[O:32].[CH3:42][N:43]([CH3:44])[CH:45]=[O:46].[Cl:1][c:2]1[cH:3][c:4]2[c:5]([c:6](=[O:18])[c:7]3[c:8]([c:9](=[O:11])[nH:10]2)[nH:12][n:13][c:14]3[C:15](=[O:16])[OH:17])[cH:19][cH:20]1.[OH2:41].[OH:33][CH2:34][c:35]1[cH:36][cH:37][cH:38][cH:39][cH:40]1>>[Cl:1][c:2]1[cH:3][c:4]2[c:5]([c:6](=[O:18])[c:7]3[c:8]([c:9](=[O:11])[nH:10]2)[nH:12][n:13][c:14]3[C:15](=[O:16])[O:17][CH2:34][c:35]2[cH:36][cH:37][cH:38][cH:39][cH:40]2)[cH:19][cH:20]1. Starting materials: Cl, C1COCCO1, CCOC(=O)C(C)CC(Cc1ccc(-c2ccccc2)cc1)NC(=O)c1cnc(OC)s1. The product is CCOC(=O)C(C)CC(Cc1ccc(-c2ccccc2)cc1)NC(=O)c1c[nH]c(=O)s1. Reaction SMILES: [ClH:33].[O:34]1[CH2:35][CH2:36][O:37][CH2:38][CH2:39]1.[c:1]1(-[c:27]2[cH:28][cH:29][cH:30][cH:31][cH:32]2)[cH:2][cH:3][c:4]([CH2:7][CH:8]([CH2:9][CH:10]([C:11](=[O:12])[O:13][CH2:14][CH3:15])[CH3:16])[NH:17][C:18](=[O:19])[c:20]2[cH:21][n:22][c:23]([O:25][CH3:26])[s:24]2)[cH:5][cH:6]1>>[c:1]1(-[c:27]2[cH:28][cH:29][cH:30][cH:31][cH:32]2)[cH:2][cH:3][c:4]([CH2:7][CH:8]([CH2:9][CH:10]([C:11](=[O:12])[O:13][CH2:14][CH3:15])[CH3:16])[NH:17][C:18](=[O:19])[c:20]2[cH:21][nH:22][c:23](=[O:25])[s:24]2)[cH:5][cH:6]1. Starting materials: CC(=O)[O-], CCO, Cl, NO, [Na+], O=C1CC2(CCN(C(=O)OCc3ccccc3)CC2)c2ccccc21. The product is O=C(OCc1ccccc1)N1CCC2(CC1)CC(=NO)c1ccccc12. As a reaction SMILES: [C:29]([O-:30])(=[O:31])[CH3:32].[CH3:34][CH2:35][OH:36].[ClH:28].[NH2:26][OH:27].[Na+:33].[O:1]=[C:2]1[CH2:3][C:4]2([c:5]3[cH:6][cH:7][cH:8][cH:9][c:10]31)[CH2:11][CH2:12][N:13]([C:16](=[O:17])[O:18][CH2:19][c:20]1[cH:21][cH:22][cH:23][cH:24][cH:25]1)[CH2:14][CH2:15]2>>[C:2]1(=[N:26][OH:27])[CH2:3][C:4]2([c:5]3[cH:6][cH:7][cH:8][cH:9][c:10]31)[CH2:11][CH2:12][N:13]([C:16](=[O:17])[O:18][CH2:19][c:20]1[cH:21][cH:22][cH:23][cH:24][cH:25]1)[CH2:14][CH2:15]2. Reactants: C(C=C(C)C)C1=CC=C(C=C1)C(C(=O)O)C (2-(p-prenylphenyl)propionic acid), [Cl-].[Ca+2].[Cl-] (calcium chloride), [Ca] (calcium). Solvent: [OH-].[Na+] (sodium hydroxide). Product: C(C=C(C)C)C1=CC=C(C=C1)C(C(=O)[O-])C.[Ca+2].C(C=C(C)C)C1=CC=C(C=C1)C(C(=O)[O-])C (calcium 2-(p-prenylphenyl)propionate). As a reaction SMILES: [CH2:1]([C:6]1[CH:11]=[CH:10][C:9]([CH:12]([CH3:16])[C:13]([OH:15])=[O:14])=[CH:8][CH:7]=1)[CH:2]=[C:3]([CH3:5])[CH3:4].[Cl-].[Ca+2:18].[Cl-].[Ca]>[OH-].[Na+]>[CH2:1]([C:6]1[CH:7]=[CH:8][C:9]([CH:12]([CH3:16])[C:13]([O-:15])=[O:14])=[CH:10][CH:11]=1)[CH:2]=[C:3]([CH3:5])[CH3:4].[Ca+2:18].[CH2:1]([C:6]1[CH:7]=[CH:8][C:9]([CH:12]([CH3:16])[C:13]([O-:15])=[O:14])=[CH:10][CH:11]=1)[CH:2]=[C:3]([CH3:5])[CH3:4] |f:1.2.3,5.6,7.8.9|. Reported procedure: 4.8 g of 2-(p-prenylphenyl)propionic acid as prepared in Example 1 was dissolved in 5% aqueous sodium hydroxide solution to adjust to pH 9.0. To the solution, 5% aqueous calcium chloride solution was added dropwise until the insoluble calcium salt no longer formed. The aqueous layer was decanted and the residual solid was crystallized from methanol to give 4.2 g of calcium 2-(p-prenylphenyl)propionate, colorless needles, m.p. 64°-65° C.